The task is: describe an organic reaction: reactants, conditions, products, and yield. This data is from the Open Reaction Database (ORD), a public repository of structured organic reaction records. Starting materials: ClCCCl, CN1CCOCC1, O=CN(CC(CC1CCCC1)C(=O)O)OCc1ccccc1, Cc1nc(NN)c(F)c(N2CC(N(C)C)C(C)(C)C2)n1, CN(C)C=O, On1nnc2cccnc21. Product: Cc1nc(NNC(=O)C(CC2CCCC2)CN(C=O)OCc2ccccc2)c(F)c(N2CC(N(C)C)C(C)(C)C2)n1. Reaction SMILES: [CH2:60]([Cl:61])[CH2:62][Cl:63].[CH3:43][N:44]1[CH2:45][CH2:46][O:47][CH2:48][CH2:49]1.[CH:21]1([CH2:26][CH:27]([C:28](=[O:29])[OH:30])[CH2:31][N:32]([O:33][CH2:34][c:35]2[cH:36][cH:37][cH:38][cH:39][cH:40]2)[CH:41]=[O:42])[CH2:22][CH2:23][CH2:24][CH2:25]1.[F:1][c:2]1[c:3]([N:11]2[CH2:12][CH:13]([N:18]([CH3:19])[CH3:20])[C:14]([CH3:16])([CH3:17])[CH2:15]2)[n:4][c:5]([CH3:10])[n:6][c:7]1[NH:8][NH2:9].[O:64]=[CH:65][N:66]([CH3:67])[CH3:68].[OH:50][n:51]1[c:52]2[n:53][cH:54][cH:55][cH:56][c:57]2[n:58][n:59]1>>[F:1][c:2]1[c:3]([N:11]2[CH2:12][CH:13]([N:18]([CH3:19])[CH3:20])[C:14]([CH3:16])([CH3:17])[CH2:15]2)[n:4][c:5]([CH3:10])[n:6][c:7]1[NH:8][NH:9][C:28]([CH:27]([CH2:26][CH:21]1[CH2:22][CH2:23][CH2:24][CH2:25]1)[CH2:31][N:32]([O:33][CH2:34][c:35]1[cH:36][cH:37][cH:38][cH:39][cH:40]1)[CH:41]=[O:42])=[O:29]. The reactants are C(C(CCC)CCC)(=O)Cl (Valproyl chloride), S(=O)(Cl)Cl (thionylchloride), C(C(CCC)CCC)(=O)O (valproic acid), NC(=O)N (urea). Solvent: C(C)#N (acetonitrile), C(C)#N (acetonitrile). Product: C(CC)C(C(=O)NC(=O)N)CCC (1-(2-propyl-pentanoyl)-urea). As a reaction SMILES: [C:1](Cl)(=[O:9])[CH:2]([CH2:6][CH2:7][CH3:8])[CH2:3][CH2:4][CH3:5].S(Cl)(Cl)=O.C(O)(=O)C(CCC)CCC.[NH2:25][C:26]([NH2:28])=[O:27]>C(#N)C>[CH2:3]([CH:2]([CH2:6][CH2:7][CH3:8])[C:1]([NH:25][C:26]([NH2:28])=[O:27])=[O:9])[CH2:4][CH3:5]. Reported procedure: Valproyl chloride (0.057 mol), prepared by coupling of thionylchloride and valproic acid according to a published method [24], was dissolved in dry acetonitrile (50 ml), and the resulting solution was slowly added to a boiling solution of urea (0.14 mole) in dry acetonitrile (100 ml) and allowed to reflux for 2 hours. Thereafter the organic solvent was evaporated under reduced pressure and the product was dissolved in ethyl acetate (100 ml) and washed three times with 20 ml of distilled water. T... The reactants are Cc1ccc(C2=CCC(C)(C)c3cc(C(O)C#Cc4ccc(C(=O)O)cc4)ccc32)cc1, CCCCC, ClCCl. Product: Cc1ccc(C2=CCC(C)(C)c3cc(C(=O)C#Cc4ccc(C(=O)O)cc4)ccc32)cc1. RXN SMILES: [CH3:1][C:2]1([CH3:32])[CH2:3][CH:4]=[C:5]([c:25]2[cH:26][cH:27][c:28]([CH3:31])[cH:29][cH:30]2)[c:6]2[cH:7][cH:8][c:9]([CH:12]([C:13]#[C:14][c:15]3[cH:16][cH:17][c:18]([C:19](=[O:20])[OH:21])[cH:22][cH:23]3)[OH:24])[cH:10][c:11]21.[CH3:33][CH2:34][CH2:35][CH2:36][CH3:37].[Cl:38][CH2:39][Cl:40]>>[CH3:1][C:2]1([CH3:32])[CH2:3][CH:4]=[C:5]([c:25]2[cH:26][cH:27][c:28]([CH3:31])[cH:29][cH:30]2)[c:6]2[cH:7][cH:8][c:9]([C:12]([C:13]#[C:14][c:15]3[cH:16][cH:17][c:18]([C:19](=[O:20])[OH:21])[cH:22][cH:23]3)=[O:24])[cH:10][c:11]21. The reactants are O.[OH-].[Li+] (lithium hydroxide monohydrate), COC(=O)C1=CC=C(CC(CCC2=CC=C(C(=O)OC)C=C2)\C=C\C2=C(C=CC=C2)OCCCCN2C(CCC2)=O)C=C1 (Methyl 4-[(4E)-3-[4-(methoxycarbonyl)benzyl]-5-{2-[4-(2-oxopyrrolidin-1-yl)butoxy]phenyl}pent-4-en-1-yl]benzoate), Cl (hydrochloric acid). The solvent is O1CCOCC1 (dioxane), [OH-].[Na+] (sodium hydroxide). Conditions: time 16 hour. Yields the product C(=O)(O)C1=CC=C(CC(CCC2=CC=C(C(=O)O)C=C2)\C=C\C2=C(C=CC=C2)OCCCCN2C(CCC2)=O)C=C1 (4-[(4E)-3-(4-Carboxybenzyl)-5-{2-[4-(2-oxopyrrolidin-1-yl)butoxy]phenyl}pent-4-en-1-yl]benzoic acid). RXN SMILES: O.[OH-].[Li+].C[O:5][C:6]([C:8]1[CH:46]=[CH:45][C:11]([CH2:12][CH:13](/[CH:26]=[CH:27]/[C:28]2[CH:33]=[CH:32][CH:31]=[CH:30][C:29]=2[O:34][CH2:35][CH2:36][CH2:37][CH2:38][N:39]2[CH2:43][CH2:42][CH2:41][C:40]2=[O:44])[CH2:14][CH2:15][C:16]2[CH:25]=[CH:24][C:19]([C:20]([O:22]C)=[O:21])=[CH:18][CH:17]=2)=[CH:10][CH:9]=1)=[O:7].Cl>O1CCOCC1.[OH-].[Na+]>[C:6]([C:8]1[CH:9]=[CH:10][C:11]([CH2:12][CH:13](/[CH:26]=[CH:27]/[C:28]2[CH:33]=[CH:32][CH:31]=[CH:30][C:29]=2[O:34][CH2:35][CH2:36][CH2:37][CH2:38][N:39]2[CH2:43][CH2:42][CH2:41][C:40]2=[O:44])[CH2:14][CH2:15][C:16]2[CH:25]=[CH:24][C:19]([C:20]([OH:22])=[O:21])=[CH:18][CH:17]=2)=[CH:45][CH:46]=1)([OH:7])=[O:5] |f:0.1.2,6.7|. Reported procedure: 13.7 mg (325 μmol) of lithium hydroxide monohydrate are added to a solution of 19 mg (32.5 μmol) of methyl 4-[(4E)-3-[4-(methoxycarbonyl)benzyl]-5-{2-[4-(2-oxopyrrolidin-1-yl)butoxy]-phenyl}pent-4-en-1-yl]benzoate (Example 36A) in 0.5 ml of dioxane and 0.5 ml of 2 M aqueous sodium hydroxide solution, and the mixture is stirred at room temperature for 16 h. The mixture is then adjusted to pH 2 using 1 M hydrochloric acid and extracted twice with ethyl acetate. The combined organic phases are drie... Product: O=c1[nH]c2cc(F)c(NCC3CCCS(=O)C3)cc2o1. Starting materials: C1CCOC1, CCO, O=c1[nH]c2cc(F)c(NCC3CCCSC3)cc2o1, [O-][I+3]([O-])([O-])[O-], [Na+]. Reaction SMILES: [CH2:29]1[O:30][CH2:31][CH2:32][CH2:33]1.[CH3:26][CH2:27][OH:28].[F:7][c:8]1[c:9]([NH:18][CH2:19][CH:20]2[CH2:21][S:22][CH2:23][CH2:24][CH2:25]2)[cH:10][c:11]2[c:12]([nH:13][c:14](=[O:16])[o:15]2)[cH:17]1.[I+3:1]([O-:2])([O-:3])([O-:4])[O-:5].[Na+:6]>>[O:2]=[S:22]1[CH2:21][CH:20]([CH2:19][NH:18][c:9]2[c:8]([F:7])[cH:17][c:12]3[c:11]([cH:10]2)[o:15][c:14](=[O:16])[nH:13]3)[CH2:25][CH2:24][CH2:23]1. Reactants: C(=O)=O (dry ice), ice, BrC1=CC(=C(C=C1)CC(=O)O)F (4-bromo-2-fluoro-phenyl acetic acid), S(O)(O)(=O)=O (sulfuric acid), stainless steel, C=C(C)C (isobutene), C=C(C)C (isobutene). The solvent is ClCCl (dichloromethane). Product: BrC1=CC(=C(C=C1)CC(=O)OC(C)(C)C)F (4-Bromo-2-fluoro-phenylacetic acid, tert-butyl ester). Isolated yield 90.0%. As a reaction SMILES: [Br:1][C:2]1[CH:7]=[CH:6][C:5]([CH2:8][C:9]([OH:11])=[O:10])=[C:4]([F:12])[CH:3]=1.S(=O)(=O)(O)O.[CH2:18]=[C:19]([CH3:21])[CH3:20].C(=O)=O>ClCCl>[Br:1][C:2]1[CH:7]=[CH:6][C:5]([CH2:8][C:9]([O:11][C:19]([CH3:21])([CH3:20])[CH3:18])=[O:10])=[C:4]([F:12])[CH:3]=1. Reported procedure: Combine 4-bromo-2-fluoro-phenyl acetic acid (15 g, 0.064 mol), dichloromethane (30 mL) and concentrated sulfuric acid (1.1 mL) in a 2 L stainless steel Parr® vessel. Cool the vessel and contents in a dry ice-acetone bath. Freshly distill isobutene (60 mL) with dry ice-acetone condenser and add the isobutene to the cooled Parr® vessel. Seal and pressurize the vessel with nitrogen (20 psig), agitate while allowing the reaction to warm to room temperature and continue agitation at room temperature ... Isolated yield 32.3%. As a reaction SMILES: [C:1]([C:3]1[CH:8]=[CH:7][C:6]([C:9]2[N:10]([CH3:26])[C:11]([C:20]3[CH:25]=[CH:24][N:23]=[CH:22][CH:21]=3)=[C:12]([C:14]3[CH:19]=[CH:18][CH:17]=[CH:16][CH:15]=3)[N:13]=2)=[CH:5][CH:4]=1)#[N:2].[H-].[H-].[H-].[H-].[Li+].[Al+3].[OH-].[Na+]>C1COCC1>[NH2:2][CH2:1][C:3]1[CH:8]=[CH:7][C:6]([C:9]2[N:10]([CH3:26])[C:11]([C:20]3[CH:21]=[CH:22][N:23]=[CH:24][CH:25]=3)=[C:12]([C:14]3[CH:19]=[CH:18][CH:17]=[CH:16][CH:15]=3)[N:13]=2)=[CH:5][CH:4]=1 |f:1.2.3.4.5.6,7.8|. The reactants are C(#N)C1=CC=C(C=C1)C=1N(C(=C(N1)C1=CC=CC=C1)C1=CC=NC=C1)C (2-(4-cyanophenyl)-1-methyl-4-phenyl-5-(4-pyridyl)imidazole), [H-].[H-].[H-].[H-].[Li+].[Al+3] (LiAlH4), [OH-].[Na+] (NaOH). Solvent: C1CCOC1 (THF). Yields the product NCC1=CC=C(C=C1)C=1N(C(=C(N1)C1=CC=CC=C1)C1=CC=NC=C1)C (2-(4-Aminomethylphenyl)-1-methyl-4-phenyl-5-(4-pyridyl)-imidazole). Procedure: To a solution of 2-(4-cyanophenyl)-1-methyl-4-phenyl-5-(4-pyridyl)imidazole (0.20 g, 0.6 mmol) [See Ex. 3 above] in THF (10 mL) was added LiAlH4 (0.60 mL of 1.0 M solution in THF, 0.6 mmol), and the resulting mixture was stirred at rt for 1 h. The mixture was then poured into 2.5 N NaOH and extracted with Et2O. The organic extract was evaporated, and the residue was purified by flash chromatography, eluting first with a solvent gradient of 0-10% MeOH/CHCl3, followed by 1:10:90 NH40H/MeOH/CHCl3. ... Run at time 1 hour. Starting materials: N1CCOCC1 (morpholine), N1=C(Cl)N=C(Cl)N=C1Cl (Cyanuric chloride), O (water). The solvent is C(Cl)Cl (methylene chloride). Reaction conditions: time 20 minute. The product is ClC1=NC(=NC(=N1)Cl)N1CCOCC1 (4-(4,6-dichloro-1,3,5-triazin-2-yl)morpholine). The yield is 27.9%. RXN SMILES: [N:1]1[C:8]([Cl:9])=[N:7][C:5](Cl)=[N:4][C:2]=1[Cl:3].[NH:10]1[CH2:15][CH2:14][O:13][CH2:12][CH2:11]1.O>C(Cl)Cl>[Cl:9][C:8]1[N:1]=[C:2]([Cl:3])[N:4]=[C:5]([N:10]2[CH2:15][CH2:14][O:13][CH2:12][CH2:11]2)[N:7]=1. Reported procedure: Cyanuric chloride (10.0 g, 54.2 mmol, 1.0 eq.) was dissolved in methylene chloride (60 ml) and morpholine (4.70 ml, 54.2 mmol, 1.0 eq.) was slowly added (drop by drop) to the reaction mixture at −50° C., stirred for 20 minutes at the same temperature and poured into water. After extraction with methylene chloride and ethyl acetate (2×), the organic layers were dried over MgSO4 and concentrated. Further purification was done by flash chromatography (1:1 hexane/ethyl acetate) to yield the title co... Reactants: O=C([O-])[O-], CCOC(=O)CC(=O)OCC, CS(C)=O, [Cs+], [Cs+], Fc1cccnc1F, O. Product: CCOC(=O)C(C(=O)OCC)c1ncccc1F. RXN SMILES: [C:24](=[O:25])([O-:26])[O-:27].[C:9]([CH2:10][C:11](=[O:12])[O:13][CH2:14][CH3:15])(=[O:16])[O:17][CH2:18][CH3:19].[CH3:20][S:21](=[O:22])[CH3:23].[Cs+:28].[Cs+:29].[F:1][c:2]1[n:3][cH:4][cH:5][cH:6][c:7]1[F:8].[OH2:30]>>[c:2]1([CH:10]([C:9](=[O:16])[O:17][CH2:18][CH3:19])[C:11](=[O:12])[O:13][CH2:14][CH3:15])[n:3][cH:4][cH:5][cH:6][c:7]1[F:8]. Starting materials: ClC=1C=CC=2N(N1)C(=CN2)C2=CC1=C(S2)C=C(C(=C1OC)OC)OC (6-chloro-3-(4,5,6-trimethoxybenzo[b]thiophen-2-yl)imidazo[1,2-b]pyridazine), CC1(C2=C(C(=CC=C2)P(C3=CC=CC=C3)C4=CC=CC=C4)OC5=C(C=CC=C51)P(C6=CC=CC=C6)C7=CC=CC=C7)C (xantphos), C([O-])([O-])=O.[K+].[K+] (potassium carbonate), COC=1C=C(N)C=CC1OC (3,4-dimethoxyaniline). The reagents and catalysts are C(C)(=O)[O-].[Pd+2].C(C)(=O)[O-] (palladium acetate). The solvent is O1CCOCC1 (dioxane). Reaction conditions: temperature 110 celsius. Product: COC1=C(C(=CC=2SC(=CC21)C2=CN=C1N2N=C(C=C1)NC1=CC(=C(C=C1)OC)OC)OC)OC (3-(4,5,6-trimethoxybenzo[b]thiophen-2-yl)-N-(3,4-dimethoxyphenyl)imidazo[1,2-b]pyridazin-6-amine). As a reaction SMILES: Cl[C:2]1[CH:3]=[CH:4][C:5]2[N:6]([C:8]([C:11]3[S:15][C:14]4[CH:16]=[C:17]([O:24][CH3:25])[C:18]([O:22][CH3:23])=[C:19]([O:20][CH3:21])[C:13]=4[CH:12]=3)=[CH:9][N:10]=2)[N:7]=1.CC1(C)C2C(=C(P(C3C=CC=CC=3)C3C=CC=CC=3)C=CC=2)OC2C(P(C3C=CC=CC=3)C3C=CC=CC=3)=CC=CC1=2.C(=O)([O-])[O-].[K+].[K+].[CH3:74][O:75][C:76]1[CH:77]=[C:78]([CH:80]=[CH:81][C:82]=1[O:83][CH3:84])[NH2:79]>O1CCOCC1.C([O-])(=O)C.[Pd+2].C([O-])(=O)C>[CH3:21][O:20][C:19]1[C:13]2[CH:12]=[C:11]([C:8]3[N:6]4[N:7]=[C:2]([NH:79][C:78]5[CH:80]=[CH:81][C:82]([O:83][CH3:84])=[C:76]([O:75][CH3:74])[CH:77]=5)[CH:3]=[CH:4][C:5]4=[N:10][CH:9]=3)[S:15][C:14]=2[CH:16]=[C:17]([O:24][CH3:25])[C:18]=1[O:22][CH3:23] |f:2.3.4,7.8.9|. Procedure details: To a solution of 6-chloro-3-(4,5,6-trimethoxybenzo[b]thiophen-2-yl)imidazo[1,2-b]pyridazine (50 mg, 0.133 mmol, 1.0 equiv), xantphos (15 mg, 0.0266 mmol, 0.2 equiv), palladium acetate (2 mg, 0.0133 mmol, 0.1 equiv), and potassium carbonate (367 mg, 2.66 mmol, 20 equiv) in dioxane (5.0 mL) was added 3,4-dimethoxyaniline (20 mg, 0.133 mmol, 1.0 equiv) and heated to 110° C. for 2 h. Purification by column chromatography using 2% methanol in dichloromethane elution gave the product.